Dataset: the Open Reaction Database (ORD), a public repository of structured organic reaction records. Task: describe an organic reaction: reactants, conditions, products, and yield The reactants are COC(C(CC1=CC(=CC=C1)C#N)C1NCCC1)=O (3-(3-Cyanophenyl)-2-(pyrrolidin-2-yl)-propionic acid methyl ester), C1(=CC=C(C=C1)C(=O)O)C1=CC=CC=C1 (Biphenyl-4-carboxylic acid), C(C)(C)N(CC)C(C)C (diisopropylethyl amine), CN(C)C(=[N+](C)C)ON1C2=C(C=CC=C2)N=N1.[B-](F)(F)(F)F (TBTU), COC(C(CC1=CC(=CC=C1)C#N)C1NCCC1)=O (3-(3-Cyanophenyl)-2-(pyrrolidin-2-yl)-propionic acid methyl ester). The solvent is C(C)(=O)OCC (ethyl acetate), CN(C)C=O (DMF), CN(C)C=O (DMF), Cl (HCl). Conditions: time 16 hour. The product is COC(C(CC1=CC(=CC=C1)C#N)C1N(CCC1)C(=O)C1=CC=C(C=C1)C1=CC=CC=C1)=O (2-[1-(Biphenyl-4-carbonyl)-pyrrolidin-2-yl]-3-(3-cyanophenyl)-propionic acid methyl ester). The yield is 67.6%. Reaction SMILES: [CH3:1][O:2][C:3](=[O:19])[CH:4]([CH:14]1[CH2:18][CH2:17][CH2:16][NH:15]1)[CH2:5][C:6]1[CH:11]=[CH:10][CH:9]=[C:8]([C:12]#[N:13])[CH:7]=1.[C:20]1([C:29]2[CH:34]=[CH:33][CH:32]=[CH:31][CH:30]=2)[CH:25]=[CH:24][C:23]([C:26](O)=[O:27])=[CH:22][CH:21]=1.C(N(C(C)C)CC)(C)C.CN(C(ON1N=NC2C=CC=CC1=2)=[N+](C)C)C.[B-](F)(F)(F)F>Cl.CN(C=O)C.C(OCC)(=O)C>[CH3:1][O:2][C:3](=[O:19])[CH:4]([CH:14]1[CH2:18][CH2:17][CH2:16][N:15]1[C:26]([C:23]1[CH:24]=[CH:25][C:20]([C:29]2[CH:30]=[CH:31][CH:32]=[CH:33][CH:34]=2)=[CH:21][CH:22]=1)=[O:27])[CH2:5][C:6]1[CH:11]=[CH:10][CH:9]=[C:8]([C:12]#[N:13])[CH:7]=1 |f:3.4|. Procedure details: (R)-1-(tert-Butyloxycarbonyl)pyrrolidin-2-yl-acetic acid methyl ester (2.0 g, 8.2 mmol) is treated with THF (50 mL) and a 1 M solution of lithium bis(trimethylsilyl)amide in THF (24.7 mL, 24.7 mmol) at −75° C. under nitrogen. The reaction mixture is warmed to −30° C. for 30 min then cooled to −70° C. and treated dropwise with a solution of 3-bromomethylbenzonitrile (4.03 g, 20.7 mmol) in THF (20 mL). The reaction mixture is warmed to room temperature over 2 h then quenched with saturated bicarbo... Starting materials: O=C(Cl)COCc1ccccc1, CN(C)c1ccncc1, OC1C#CCCCCC#CC1=Cc1cccc2ccccc12. RXN SMILES: [CH2:23]([c:24]1[cH:25][cH:26][cH:27][cH:28][cH:29]1)[O:30][CH2:31][C:32](=[O:33])[Cl:34].[CH3:35][N:36]([c:37]1[cH:38][cH:39][n:40][cH:41][cH:42]1)[CH3:43].[c:1]1([CH:11]=[C:12]2[CH:13]([OH:22])[C:14]#[C:15][CH2:16][CH2:17][CH2:18][CH2:19][C:20]#[C:21]2)[cH:2][cH:3][cH:4][c:5]2[cH:6][cH:7][cH:8][cH:9][c:10]12>>[c:1]1([CH:11]=[C:12]2[CH:13]([O:22][C:32]([CH2:31][O:30][CH2:23][c:24]3[cH:25][cH:26][cH:27][cH:28][cH:29]3)=[O:33])[C:14]#[C:15][CH2:16][CH2:17][CH2:18][CH2:19][C:20]#[C:21]2)[cH:2][cH:3][cH:4][c:5]2[cH:6][cH:7][cH:8][cH:9][c:10]12. Product: O=C(COCc1ccccc1)OC1C#CCCCCC#CC1=Cc1cccc2ccccc12.